From a dataset of the Open Reaction Database (ORD), a public repository of structured organic reaction records. describe an organic reaction: reactants, conditions, products, and yield The reactants are NC1[C@@H]2N(C(=C(CS2)C)C(=O)O)C1=O (7-amino-3-methyl-3-cephem-4-carboxylic acid), C[Si](C)(C)N(C(C(F)(F)F)=O)[Si](C)(C)C (bis(trimethylsilyl)trifluoroacetamide), CON=C(C(=O)O)C1=CC2=C(C=CC=C2C=C1)Cl (α-methoxyimino-α-(8-chloro-2-naphthyl)acetic acid), acid chloride, ClCl (chlorine), P(OC1=CC=CC=C1)(OC1=CC=CC=C1)OC1=CC=CC=C1 (triphenyl phosphite). Solvent: ClCCl (dichloromethane), CO (methanol), ClCCl (dichloromethane). Conditions: temperature 25 celsius, time 6 hour. The product is CON=C(C(=O)NC1[C@@H]2N(C(=C(CS2)C)C(=O)O)C1=O)C1=CC2=C(C=CC=C2C=C1)Cl (7-[α-methoxyimino-α-(8-chloro-2-naphthyl)acetamido]-3-methyl-3-cephem-4-carboxylic acid). As a reaction SMILES: [CH3:1][O:2][N:3]=[C:4]([C:8]1[CH:17]=[CH:16][C:15]2[C:10](=[C:11]([Cl:18])[CH:12]=[CH:13][CH:14]=2)[CH:9]=1)[C:5]([OH:7])=O.ClCl.P(OC1C=CC=CC=1)(OC1C=CC=CC=1)OC1C=CC=CC=1.[NH2:43][CH:44]1[C:55](=[O:56])[N:46]2[C:47]([C:52]([OH:54])=[O:53])=[C:48]([CH3:51])[CH2:49][S:50][C@H:45]12.C[Si](N([Si](C)(C)C)C(=O)C(F)(F)F)(C)C>ClCCl.CO>[CH3:1][O:2][N:3]=[C:4]([C:8]1[CH:17]=[CH:16][C:15]2[C:10](=[C:11]([Cl:18])[CH:12]=[CH:13][CH:14]=2)[CH:9]=1)[C:5]([NH:43][CH:44]1[C:55](=[O:56])[N:46]2[C:47]([C:52]([OH:54])=[O:53])=[C:48]([CH3:51])[CH2:49][S:50][C@H:45]12)=[O:7]. Reported procedure: Four hundred twenty milligrams of α-methoxyimino-α-(8-chloro-2-naphthyl)acetic acid were converted to the acid chloride by reaction with excess chlorine and 500 mg of triphenyl phosphite in 20 ml of dichloromethane. The reaction mixture was added in one portion to a stirred solution of 350 mg of 7-amino-3-methyl-3-cephem-4-carboxylic acid in 5 ml of dichloromethane containing 2 ml of bis(trimethylsilyl)trifluoroacetamide. The reaction mixture was stirred at 25° C. for six hours and then diluted ... The reactants are C1N[C@@H](CC=2C3=CC=CC=C3NC12)C(=O)OCC (Ethyl (3S)-1,2,3,4-tetrahydro-β-carboline-3-carboxylate), C1N[C@H](CC=2C3=CC=CC=C3NC12)C(=O)O ((3R)-1,2,3,4-tetrahydro-β-carboline-3-carboxylic acid). The product is C1N[C@H](CC=2C3=CC=CC=C3NC12)C(=O)OCC (Ethyl (3R)-1,2,3,4-tetrahydro-β-carboline-3-carboxylate). Yield: 54.0%. Reaction SMILES: [CH2:1]1[C:13]2[NH:12][C:11]3[C:6](=[CH:7][CH:8]=[CH:9][CH:10]=3)[C:5]=2[CH2:4][C@@H:3]([C:14]([O:16][CH2:17][CH3:18])=[O:15])[NH:2]1.C1C2NC3C(=CC=CC=3)C=2C[C@H](C(O)=O)N1>>[CH2:1]1[C:13]2[NH:12][C:11]3[C:6](=[CH:7][CH:8]=[CH:9][CH:10]=3)[C:5]=2[CH2:4][C@H:3]([C:14]([O:16][CH2:17][CH3:18])=[O:15])[NH:2]1. Reported procedure: In the same manner as described above (1) using (3R)-1,2,3,4-tetrahydro-β-carboline-3-carboxylic acid, there is obtained the title compound (54%) as colorless needles, m.p. 126°-128° C.